From a dataset of the Open Reaction Database (ORD), a public repository of structured organic reaction records. describe an organic reaction: reactants, conditions, products, and yield The reactants are C(C)(C)N1C(CC(C2=CC(=CC=C12)N)(C)C)=O (N-isopropyl 4,4-dimethyl-2-oxo-6-aminoquinoline), C(C)(C)N1C(CC(C2=CC(=CC=C12)N)(C)C)=O (N-isopropyl 4,4-dimethyl-2-oxo-6-aminoquinoline), CC(=CC(=O)Cl)C (3,3-dimethylacryloyl chloride), CC(=CC(=O)Cl)C (3,3-dimethylacryloyl chloride), NC1=CC=CC=C1 (aniline), NC1=CC=CC=C1 (aniline), Compound 8. The product is CC(=CC(=O)NC1=CC=CC=C1)C (N-3,3-dimethylacryloyl aniline). As a reaction SMILES: C([N:4]1[C:13]2[C:8](=[CH:9][C:10](N)=[CH:11][CH:12]=2)[C:7]([CH3:16])([CH3:15])[CH2:6][C:5]1=[O:17])(C)C.CC(C)=CC(Cl)=O.NC1C=CC=CC=1>>[CH3:15][C:7]([CH3:16])=[CH:6][C:5]([NH:4][C:13]1[CH:8]=[CH:9][CH:10]=[CH:11][CH:12]=1)=[O:17]. Procedure details: Reaction Scheme 4 illustrates the synthesis of N-isopropyl 4,4-dimethyl-2-oxo-6-aminoquinoline (Compound 34), which is used in accordance with Reaction Scheme 1 to synthesize exemplary Compound 8 of the present invention. Thus, 3,3-dimethylacryloyl chloride (Compound 35, available from Aldrich) is reacted with aniline (Compound 36) to yield N-3,3-dimethylacryloyl aniline (Compound 37). Compound 37 is ring closed under Friedel Crafts conditions to yield 4,4-dimethyl-2-oxoquinoline (Compound 38) w... Reactants: [N+](=O)([O-])C1=C(C=CC=C1)CS(=O)(=O)Cl (2-nitrophenylmethanesulfonyl chloride), N (ammonia). Run in C(C)OCC (diethyl ether). Conditions: time 1 hour. Yields the product [N+](=O)([O-])C1=C(C=CC=C1)CS(=O)(=O)N (2-nitrophenylmethanesulfonamide). RXN SMILES: [N+:1]([C:4]1[CH:9]=[CH:8][CH:7]=[CH:6][C:5]=1[CH2:10][S:11](Cl)(=[O:13])=[O:12])([O-:3])=[O:2].[NH3:15]>C(OCC)C>[N+:1]([C:4]1[CH:9]=[CH:8][CH:7]=[CH:6][C:5]=1[CH2:10][S:11]([NH2:15])(=[O:13])=[O:12])([O-:3])=[O:2]. Procedure details: To a suspension of 29.4 g of the product of Example 2 in 250 ml of diethyl ether was added 6.5 ml of anhydrous ammonia at 5°-15°. After stirring at 15°-25° for 1 hour, the product was filtered off, washed with ether, and water and oven dried at 60° to give 20.5 g of 2-nitrophenylmethanesulfonamide, m.p.=134°-136°. Starting materials: [N+](=O)([O-])C=1C=NNC1 (4-nitro-1H-pyrazole), BrCCC(OC)OC (3-bromo-1,1-dimethoxypropane), C(=O)([O-])[O-].[Cs+].[Cs+] (Cs2CO3). Run in CC#N (MeCN), C(Cl)Cl (DCM). Run at temperature 80 celsius, time 8 hour. Yields the product COC(CCN1N=CC(=C1)[N+](=O)[O-])OC (1-(3,3-dimethoxypropyl)-4-nitro-1H-pyrazole). RXN SMILES: [N+:1]([C:4]1[CH:5]=[N:6][NH:7][CH:8]=1)([O-:3])=[O:2].Br[CH2:10][CH2:11][CH:12]([O:15][CH3:16])[O:13][CH3:14].C([O-])([O-])=O.[Cs+].[Cs+]>CC#N.C(Cl)Cl>[CH3:14][O:13][CH:12]([O:15][CH3:16])[CH2:11][CH2:10][N:6]1[CH:5]=[C:4]([N+:1]([O-:3])=[O:2])[CH:8]=[N:7]1 |f:2.3.4|. Reported procedure: To a solution of 4-nitro-1H-pyrazole (4.50 g, 39.80 mmol) in MeCN (135 mL), 3-bromo-1,1-dimethoxypropane (7.25 mL, 47.76 mmol) and Cs2CO3 (16.30 g, 50.0 mmol) was added. The resulting mixture was refluxed (80° C.) for 1.5 h and allowed to reach rt overnight. The mixture was diluted with DCM, filtered, the filter cake was washed with DCM and the filtrate was concentrated in vacuo. The residue was partitioned between brine and EtOAc, then the org. layer was separated and the aq. layer was extracte... The reactants are C(=O)(OCC1=CC=CC=C1)N[C@@H](C(=O)O)CC1=C(NC2=CC=CC=C12)[C@@H]1[C@@H](OCC2=CC=CC=C2)[C@@H](OCC2=CC=CC=C2)[C@H](OCC2=CC=CC=C2)[C@H](O1)COCC1=CC=CC=C1 ((2R*)-2-[N-(carbobenzyloxy)amino]-3-[2-(2,3,4,6-tetra-O-benzyl-α-D-mannopyranosyl)indole-3-yl]propionic acid), [H][H] (hydrogen). The reagents and catalysts are [OH-].[Pd+2].[OH-].[C] (palladium hydroxide carbon). Run in C(C)O (ethanol). The product is N[C@@H](C(=O)O)CC1=C(NC2=CC=CC=C12)[C@@H]1[C@@H](O)[C@@H](O)[C@H](O)[C@H](O1)CO ((2R*)-2-amino-3-[2-(α-mannopyranosyl)indole-3-yl]propionic acid). Isolated yield 62.4%. As a reaction SMILES: C([NH:11][C@H:12]([CH2:16][C:17]1[C:25]2[C:20](=[CH:21][CH:22]=[CH:23][CH:24]=2)[NH:19][C:18]=1[C@H:26]1[O:55][C@H:54]([CH2:56][O:57]CC2C=CC=CC=2)[C@@H:45]([O:46]CC2C=CC=CC=2)[C@H:36]([O:37]CC2C=CC=CC=2)[C@@H:27]1[O:28]CC1C=CC=CC=1)[C:13]([OH:15])=[O:14])(OCC1C=CC=CC=1)=O.[H][H]>C(O)C.[OH-].[Pd+2].[OH-].[C]>[NH2:11][C@H:12]([CH2:16][C:17]1[C:25]2[C:20](=[CH:21][CH:22]=[CH:23][CH:24]=2)[NH:19][C:18]=1[C@H:26]1[O:55][C@H:54]([CH2:56][OH:57])[C@@H:45]([OH:46])[C@H:36]([OH:37])[C@@H:27]1[OH:28])[C:13]([OH:15])=[O:14] |f:3.4.5.6|. Reported procedure: To a solution of (2R*)-2-[N-(carbobenzyloxy)amino]-3-[2-(2,3,4,6-tetra-O-benzyl-α-D-mannopyranosyl)indole-3-yl]propionic acid [compound (XII-1) wherein R1 to R4 are benzyl and Ar is phenyl](181 mg (0.210 mmol)) in ethanol (45 ml) was added 20% palladium hydroxide-carbon catalyst (150 mg) and the mixture was stirred at about 60° C. for about 11 hours under atmospheric pressure in the presence of hydrogen. The reacted solution was filtrated on Celite and the filtrate was concentrated. The residue ... The reactants are COC1=C(CN(S(=O)(=O)C2=CC=C3C(=CN(C3=C2)C)B2OC(C(O2)(C)C)(C)C)C2=NC=NS2)C=CC(=C1)OC (N-(2,4-dimethoxybenzyl)-1-methyl-3-(4,4,5,5-tetramethyl-1,3,2-dioxaborolan-2-yl)-N-(1,2,4-thiadiazol-5-yl)-1H-indole-6-sulfonamide), BrC1=C(C=CC(=C1)C(F)(F)F)I (2-bromo-1-iodo-4-(trifluoromethyl)benzene), P(=O)([O-])([O-])[O-].[K+].[K+].[K+] (potassium phosphate). The reagents and catalysts are C1=CC=C(C=C1)P([C-]2C=CC=C2)C3=CC=CC=C3.C1=CC=C(C=C1)P([C-]2C=CC=C2)C3=CC=CC=C3.Cl[Pd]Cl.[Fe+2].C(Cl)Cl (PdCl2(dppf) CH2Cl2). Reaction conditions: temperature 60 celsius, time 2 hour. Yields the product BrC1=C(C=CC(=C1)C(F)(F)F)C1=CN(C2=CC(=CC=C12)S(=O)(=O)N(C1=NC=NS1)CC1=C(C=C(C=C1)OC)OC)C (3-(2-bromo-4-(trifluoromethyl)phenyl)-N-(2,4-dimethoxybenzyl)-1-methyl-N-(1,2,4-thiadiazol-5-yl)-1H-indole-6-sulfonamide). The yield is 43.6%. RXN SMILES: [CH3:1][O:2][C:3]1[CH:37]=[C:36]([O:38][CH3:39])[CH:35]=[CH:34][C:4]=1[CH2:5][N:6]([C:29]1[S:33][N:32]=[CH:31][N:30]=1)[S:7]([C:10]1[CH:18]=[C:17]2[C:13]([C:14](B3OC(C)(C)C(C)(C)O3)=[CH:15][N:16]2[CH3:19])=[CH:12][CH:11]=1)(=[O:9])=[O:8].[Br:40][C:41]1[CH:46]=[C:45]([C:47]([F:50])([F:49])[F:48])[CH:44]=[CH:43][C:42]=1I.P([O-])([O-])([O-])=O.[K+].[K+].[K+]>C1C=CC(P(C2C=CC=CC=2)[C-]2C=CC=C2)=CC=1.C1C=CC(P(C2C=CC=CC=2)[C-]2C=CC=C2)=CC=1.Cl[Pd]Cl.[Fe+2].C(Cl)Cl>[Br:40][C:41]1[CH:46]=[C:45]([C:47]([F:48])([F:49])[F:50])[CH:44]=[CH:43][C:42]=1[C:14]1[C:13]2[C:17](=[CH:18][C:10]([S:7]([N:6]([CH2:5][C:4]3[CH:34]=[CH:35][C:36]([O:38][CH3:39])=[CH:37][C:3]=3[O:2][CH3:1])[C:29]3[S:33][N:32]=[CH:31][N:30]=3)(=[O:8])=[O:9])=[CH:11][CH:12]=2)[N:16]([CH3:19])[CH:15]=1 |f:2.3.4.5,6.7.8.9.10|. Procedure details: A vial was charged with N-(2,4-dimethoxybenzyl)-1-methyl-3-(4,4,5,5-tetramethyl-1,3,2-dioxaborolan-2-yl)-N-(1,2,4-thiadiazol-5-yl)-1H-indole-6-sulfonamide (0.500 g, 0.876 mmol), 2-bromo-1-iodo-4-(trifluoromethyl)benzene (0.769 g, 2.191 mmol), potassium phosphate (0.651 g, 3.07 mmol), and PdCl2(dppf)-CH2Cl2 (0.072 g, 0.088 mmol). DMF (5.84 ml), and the vial was flushed with argon, sealed, and stirred at 60° C. for two hours. The reaction was diluted with ethyl acetate and washed with water. The a... The product is Cl.N1CC(C1)C1=NOC(=N1)C (3-Azetidin-3-yl-5-methyl-1,2,4-oxadiazole hydrochloride). Run at time 1 hour. Procedure details: To a cooled solution of tert-butyl 3-(5-methyl-1,2,4-oxadiazol-3-yl)azetidine-1-carboxylate (97 mg, 0.41 mmol; which may be prepared as described in Step 4) in dichloromethane was added dropwise HCl 4N in dioxane (2.0 mL). The solution was warmed to room temperature and stirred for 1 h. The solvent was evaporated under reduced pressure to give the title compound (101 mg, quantitative) as a white solid. The product was used in the next step without further analysis. Starting materials: CC1=NC(=NO1)C1CN(C1)C(=O)OC(C)(C)C (tert-Butyl 3-(5-methyl-1,2,4-oxadiazol-3-yl)azetidine-1-carboxylate), Cl (HCl). Reaction SMILES: [CH3:1][C:2]1[O:6][N:5]=[C:4]([CH:7]2[CH2:10][N:9](C(OC(C)(C)C)=O)[CH2:8]2)[N:3]=1.[ClH:18]>ClCCl.O1CCOCC1>[ClH:18].[NH:9]1[CH2:10][CH:7]([C:4]2[N:3]=[C:2]([CH3:1])[O:6][N:5]=2)[CH2:8]1 |f:4.5|. Run in ClCCl (dichloromethane), O1CCOCC1 (dioxane). Starting materials: CC(C)(C)OC(=O)N1CCN(C(=O)C2CCC(c3[nH]nc4c3C(=O)c3c(NC(=O)NN5CCOCC5)cccc3-4)CC2)CC1, O=C(O)C(F)(F)F. Product: O=C(Nc1cccc2c1C(=O)c1c-2n[nH]c1C1CCC(C(=O)N2CCNCC2)CC1)NN1CCOCC1. Reaction SMILES: [C:1]([O:2][C:3](=[O:4])[N:8]1[CH2:9][CH2:10][N:11]([C:14](=[O:15])[CH:16]2[CH2:17][CH2:18][CH:19]([c:22]3[c:23]4[c:24]([n:25][nH:26]3)-[c:27]3[cH:28][cH:29][cH:30][c:31]([NH:35][C:36]([NH:37][N:38]5[CH2:39][CH2:40][O:41][CH2:42][CH2:43]5)=[O:44])[c:32]3[C:33]4=[O:34])[CH2:20][CH2:21]2)[CH2:12][CH2:13]1)([CH3:5])([CH3:6])[CH3:7].[F:45][C:46]([F:47])([F:48])[C:49]([OH:50])=[O:51]>>[NH:8]1[CH2:9][CH2:10][N:11]([C:14](=[O:15])[CH:16]2[CH2:17][CH2:18][CH:19]([c:22]3[c:23]4[c:24]([n:25][nH:26]3)-[c:27]3[cH:28][cH:29][cH:30][c:31]([NH:35][C:36]([NH:37][N:38]5[CH2:39][CH2:40][O:41][CH2:42][CH2:43]5)=[O:44])[c:32]3[C:33]4=[O:34])[CH2:20][CH2:21]2)[CH2:12][CH2:13]1. Reactants: C(C)N1CC(C1)OC1=CC=C(C=C1)[N+](=O)[O-] (1-ethyl-3-(4-nitrophenoxy)azetidine). The reagents and catalysts are [Pd] (palladium on carbon). The solvent is C(C)O (ethanol). Yields the product NC1=CC=C(OC2CN(C2)CC)C=C1 (3-(4-Aminophenoxy)-1-ethylazetidine). As a reaction SMILES: [CH2:1]([N:3]1[CH2:6][CH:5]([O:7][C:8]2[CH:13]=[CH:12][C:11]([N+:14]([O-])=O)=[CH:10][CH:9]=2)[CH2:4]1)[CH3:2]>C(O)C.[Pd]>[NH2:14][C:11]1[CH:12]=[CH:13][C:8]([O:7][CH:5]2[CH2:4][N:3]([CH2:1][CH3:2])[CH2:6]2)=[CH:9][CH:10]=1. Reported procedure: A solution of 1-ethyl-3-(4-nitrophenoxy)azetidine in ethanol is subjected to catalytic reduction using palladium on carbon catalyst using standard procedures to obtain the title compound. Starting materials: ClC1=C(C=CC(=C1)OC)C(C(=O)C=1C=CC2=C(N(C(CO2)=O)C)C1)C ((RS)-6-[2-(2-chloro-4-methoxy-phenyl)-propionyl]-4-methyl-4H-benzo[1,4]oxazin-3-one), FC(F)(F)[Si](C)(C)C ((trifluoromethyl)trimethylsilane), solution, [F-].C(CCC)[N+](CCCC)(CCCC)CCCC (tetrabutylammonium fluoride), [F-].C[N+](C)(C)C (Tetramethylammonium fluoride). Solvent: O1CCCC1 (tetrahydrofuran), O1CCCC1 (tetrahydrofuran), O1CCCC1 (tetrahydrofuran). Reaction conditions: temperature 0 celsius, time 30 minute. Product: ClC1=C(C=CC(=C1)OC)C(C(C(F)(F)F)(O)C=1C=CC2=C(N(C(CO2)=O)C)C1)C (6-[2-(2-Chloro-4-methoxy-phenyl)-1-hydroxy-1-trifluoromethyl-propyl]-4-methyl-4H-benzo[1,4]oxazin-3-one). The yield is 73.8%. Reaction SMILES: [Cl:1][C:2]1[CH:7]=[C:6]([O:8][CH3:9])[CH:5]=[CH:4][C:3]=1[CH:10]([CH3:25])[C:11]([C:13]1[CH:14]=[CH:15][C:16]2[O:21][CH2:20][C:19](=[O:22])[N:18]([CH3:23])[C:17]=2[CH:24]=1)=[O:12].[F:26][C:27]([Si](C)(C)C)([F:29])[F:28].[F-].C[N+](C)(C)C.[F-].C([N+](CCCC)(CCCC)CCCC)CCC>O1CCCC1>[Cl:1][C:2]1[CH:7]=[C:6]([O:8][CH3:9])[CH:5]=[CH:4][C:3]=1[CH:10]([CH3:25])[C:11]([C:13]1[CH:14]=[CH:15][C:16]2[O:21][CH2:20][C:19](=[O:22])[N:18]([CH3:23])[C:17]=2[CH:24]=1)([OH:12])[C:27]([F:29])([F:28])[F:26] |f:2.3,4.5|. Reported procedure: To a solution of (RS)-6-[2-(2-chloro-4-methoxy-phenyl)-propionyl]-4-methyl-4H-benzo[1,4]oxazin-3-one (5.56 g, 15.45 mmol) in tetrahydrofuran (280 ml) was added a solution of (trifluoromethyl)trimethylsilane (3.36 g, 23.2 mmol) in tetrahydrofuran (55 ml) dropwise (15 min) at 0° C. Tetramethylammonium fluoride (0.148 g, 1.55 mmol) was added and the mixture was stirred at 0° C. for 30 min. A 1 M solution of tetrabutylammonium fluoride in tetrahydrofuran (13.9 ml) was added dropwise and the mixture ...